Dataset: the Open Reaction Database (ORD), a public repository of structured organic reaction records. Task: describe an organic reaction: reactants, conditions, products, and yield Reactants: S(O)(O)(=O)=O (sulphuric acid), BrC1=C(C=C(C(=O)O)C=C1)Cl (4-bromo-3-chlorobenzoic acid), C(C)O (ethanol), resultant mixture. The product is BrC1=C(C=C(C(=O)OCC)C=C1)Cl (Ethyl 4-bromo-3-chlorobenzoate). Reaction SMILES: [Br:1][C:2]1[CH:10]=[CH:9][C:5]([C:6]([OH:8])=[O:7])=[CH:4][C:3]=1[Cl:11].S(=O)(=O)(O)O.[CH2:17](O)[CH3:18]>>[Br:1][C:2]1[CH:10]=[CH:9][C:5]([C:6]([O:8][CH2:17][CH3:18])=[O:7])=[CH:4][C:3]=1[Cl:11]. Reported procedure: To a suspension of 4-bromo-3-chlorobenzoic acid (5.00 g, 21.2 mmol) in ethanol (50 mL) was added sulphuric acid (5 mL) and the resultant mixture heated to reflux for 60 h. The reaction was partitioned between ethyl acetate (50 mL) and water (50 mL). The aqueous layer was extracted with further ethyl acetate and the combined organic fractions dried (phase separator) and concentrated in vacuo to give the title compound as a brown oil/solid (5.09 g, 19.3 mmol). δH (d6-DMSO, 400 MHz): 8.06 (1H, d), ... Reactants: BrC1=NC=CC=C1 (2-bromopyridine), C(C)(C)OB(OC(C)C)OC(C)C (triisopropylborate), [Li]CCCC (n-BuLi), crude solid, ClC1=CC=C(N=N1)NCC(C)(C)C1=CC=C(C=C1)F (6-chloro-N-(2-(4-fluorophenyl)-2-methylpropyl)pyridazin-3-amine), P(=O)(C(C)(C)C)(C(C)(C)C)C(C)(C)C (PO(tBu)3), [F-].[K+] (potassium fluoride). Reagents/catalysts: C=1C=CC(=CC1)/C=C/C(=O)/C=C/C2=CC=CC=C2.C=1C=CC(=CC1)/C=C/C(=O)/C=C/C2=CC=CC=C2.C=1C=CC(=CC1)/C=C/C(=O)/C=C/C2=CC=CC=C2.[Pd].[Pd] (Pd2 dba3). Run in C1(=CC=CC=C1)C.C1CCOC1 (toluene THF), hexanes, O1CCOCC1 (dioxane). Reaction conditions: temperature -78 celsius, time 10 minute. The product is FC1=CC=C(C=C1)C(CNC=1N=NC(=CC1)C1=NC=CC=C1)(C)C (N-(2-(4-fluorophenyl)-2-methylpropyl)-6-(pyridin-2-yl)pyridazin-3-amine). The yield is 6.2%. RXN SMILES: Br[C:2]1[CH:7]=[CH:6][CH:5]=[CH:4][N:3]=1.C(OB(OC(C)C)OC(C)C)(C)C.[Li]CCCC.Cl[C:27]1[N:32]=[N:31][C:30]([NH:33][CH2:34][C:35]([C:38]2[CH:43]=[CH:42][C:41]([F:44])=[CH:40][CH:39]=2)([CH3:37])[CH3:36])=[CH:29][CH:28]=1.P(C(C)(C)C)(C(C)(C)C)(C(C)(C)C)=O.[F-].[K+]>C1C=CC(/C=C/C(/C=C/C2C=CC=CC=2)=O)=CC=1.C1C=CC(/C=C/C(/C=C/C2C=CC=CC=2)=O)=CC=1.C1C=CC(/C=C/C(/C=C/C2C=CC=CC=2)=O)=CC=1.[Pd].[Pd].O1CCOCC1.C1(C)C=CC=CC=1.C1COCC1>[F:44][C:41]1[CH:40]=[CH:39][C:38]([C:35]([CH3:37])([CH3:36])[CH2:34][NH:33][C:30]2[N:31]=[N:32][C:27]([C:2]3[CH:7]=[CH:6][CH:5]=[CH:4][N:3]=3)=[CH:28][CH:29]=2)=[CH:43][CH:42]=1 |f:5.6,7.8.9.10.11,13.14|. Reported procedure: To a 25 mL round bottom flask was added 2-bromopyridine (500 mg, 3.2 mmol, 1.0 equiv), triisopropylborate (654 mg, 3.5 mmol, 1.1 equiv), and an 80% toluene/THF mixture (16 mL). The mixture was cooled to −78° C. After stirring for 10 min, n-BuLi (1.7 mL, 3.48 mmol, 1.1 equiv of a 2.0 M/hexanes solution) was slowly added over an hour. After the addition was complete, the reaction mixture was stirred for 30 min and allowed to warm to rt and stirred overnight. The reaction was then concentrated at 1... Reactants: Cl.NN1CCN(CC1)C1=CC=CC=C1 (1-amino-4-phenylpiperazine hydrochloride), C(C1=CC=CC=C1)(=O)O[C@H]1[C@@H](O[C@@H]([C@H]1OC(C1=CC=CC=C1)=O)COC(C1=CC=CC=C1)=O)N1C2=NC(=NC(=C2N=C1)Cl)Cl (9-(2',3',5'-tri-O-benzoyl-β-D-ribofuranosyl)-2,6-dichloro-9H-purine), N (ammonia). The product is ClC=1N=C(C=2N=CN([C@H]3[C@H](O)[C@H](O)[C@@H](CO)O3)C2N1)NN1CCN(CC1)C1=CC=CC=C1 (2-chloro-N-(4-phenyl-1-piperazinyl)adenosine). Isolated yield 60.0%. As a reaction SMILES: Cl.[NH2:2][N:3]1[CH2:8][CH2:7][N:6]([C:9]2[CH:14]=[CH:13][CH:12]=[CH:11][CH:10]=2)[CH2:5][CH2:4]1.C([O:23][C@@H:24]1[C@H:28]([O:29]C(=O)C2C=CC=CC=2)[C@@H:27]([CH2:38][O:39]C(=O)C2C=CC=CC=2)[O:26][C@H:25]1[N:48]1[CH:56]=[N:55][C:54]2[C:49]1=[N:50][C:51]([Cl:58])=[N:52][C:53]=2Cl)(=O)C1C=CC=CC=1.N>>[Cl:58][C:51]1[N:52]=[C:53]([NH:2][N:3]2[CH2:4][CH2:5][N:6]([C:9]3[CH:14]=[CH:13][CH:12]=[CH:11][CH:10]=3)[CH2:7][CH2:8]2)[C:54]2[N:55]=[CH:56][N:48]([C:49]=2[N:50]=1)[C@@H:25]1[O:26][C@H:27]([CH2:38][OH:39])[C@@H:28]([OH:29])[C@H:24]1[OH:23] |f:0.1|. Procedure details: The title compound was prepared according to method A as described in Example 6 by reacting 1-amino-4-phenylpiperazine hydrochloride (also prepared using the method described by Overberger, C. G. and Herin, L. P., Journal of Organic Chemistry, 1962, 27, 417) (0.77 g, 3.0 mmol) with 9-(2',3',5'-tri-O-benzoyl-β-D-ribofuranosyl)-2,6-dichloro-9H-purine (1.90 g, 3.0 mmol), followed by debenzoylation of the purified product using methanolic ammonia. This provided the title 2-chloro-N-(4-phenyl-1-piper... The reagents and catalysts are [Br-].C(CCC)[N+](CCCC)(CCCC)CCCC (tetrabutylammonium bromide). Reactants: Ester, C(=O)(OCC)C1=C(C=2SC3=C(C2S1)SC1=C3SC(=C1CCCCCCCCCCCCCCCCC)C(=O)OCC)CCCCCCCCCCCCCCCCC (2,6-dicarboethoxy-3,7-diheptadecylthieno[3,2-b]thieno[2′,3′:4,5]thieno[2,3-d]thiophene), C(=O)(OCC)C1=C(C=2SC3=C(C2S1)SC1=C3SC(=C1CCCCCCCCCCCCCCCCC)C(=O)OCC)CCCCCCCCCCCCCCCCC (2,6-dicarboethoxy-3,7-diheptadecylthieno[3,2-b]thieno[2′,3′:4,5]thieno[2,3-d]thiophene), [Li+].[OH-] (LiOH), C1CCOC1 (THF). Yield: 96.0%. Solvent: CO (MeOH). Procedure details: Ester deprotection (Step C) The 2,6-dicarboethoxy-3,7-diheptadecylthieno[3,2-b]thieno[2′,3′:4,5]thieno[2,3-d]thiophene (26.0 g, 30 mmol) product of Example 2, LiOH (2.9 g, 121 mmol in 29 mL water), THF (100 mL), MeOH (20 mL) and a catalytic amount (about 35 mg) of tetrabutylammonium bromide were combined in a round bottomed flask fitted with a condenser and heated at reflux overnight. Approximately 90% of the solvent was evaporated and the residue was acidified to pH 1 with concentrated hydrochl... Product: S1C(=CC2=C1C(=CS2)C(=O)O)C(=O)O (thieno[2,3-d]thiophene-2,6-dicarboxylic acid). Reaction SMILES: C(C1SC2[C:11]3[S:14][C:15]4[C:19](CCCCCCCCCCCCCCCCC)=[C:18]([C:37]([O:39]CC)=[O:38])[S:17][C:16]=4[C:10]=3SC=2C=1CCCCCCCCCCCCCCCCC)(OCC)=O.[Li+].[OH-:60].C1[CH2:65][O:64]CC1>[Br-].C([N+](CCCC)(CCCC)CCCC)CCC.CO>[S:17]1[C:16]2[C:10]([C:65]([OH:64])=[O:60])=[CH:11][S:14][C:15]=2[CH:19]=[C:18]1[C:37]([OH:39])=[O:38] |f:1.2,4.5|. Reactants: CC1CN(CC(N1)C)CCCC1=C(NC=2CCCCC12)C=O (3-[3-(3,5-Dimethyl-piperazin-1-yl)-propyl]-4,5,6,7-tetrahydro-1H-indole-2-carbaldehyde), CNS(=O)(=O)C=1C=C2CC(NC2=CC1)=O (5-methylaminosulfonyloxindole). Yields the product CNS(=O)(=O)C=1C=C2/C(/C(NC2=CC1)=O)=C/C=1NC=2CCCCC2C1CCCN1CC(NC(C1)C)C (3-[1-{3-[3-(3,5-dimethyl-piperazin-1-yl)-propyl]-4,5,6,7-tetrahydro-1H-indol-2-yl}-meth-(Z)-ylidene]-2-oxo-2,3-dihydro-1H-indole-5-sulfonic acid methylamide). The yield is 60.4%. Reaction SMILES: [CH3:1][CH:2]1[NH:7][CH:6]([CH3:8])[CH2:5][N:4]([CH2:9][CH2:10][CH2:11][C:12]2[C:20]3[CH2:19][CH2:18][CH2:17][CH2:16][C:15]=3[NH:14][C:13]=2[CH:21]=O)[CH2:3]1.[CH3:23][NH:24][S:25]([C:28]1[CH:29]=[C:30]2[C:34](=[CH:35][CH:36]=1)[NH:33][C:32](=[O:37])[CH2:31]2)(=[O:27])=[O:26]>>[CH3:23][NH:24][S:25]([C:28]1[CH:29]=[C:30]2[C:34](=[CH:35][CH:36]=1)[NH:33][C:32](=[O:37])/[C:31]/2=[CH:21]\[C:13]1[NH:14][C:15]2[CH2:16][CH2:17][CH2:18][CH2:19][C:20]=2[C:12]=1[CH2:11][CH2:10][CH2:9][N:4]1[CH2:5][CH:6]([CH3:8])[NH:7][CH:2]([CH3:1])[CH2:3]1)(=[O:27])=[O:26]. Procedure details: 3-[3-(3,5-Dimethyl-piperazin-1-yl)-propyl]-4,5,6,7-tetrahydro-1H-indole-2-carbaldehyde (67 mg, 0.22 mmol) was condensed with 5-methylaminosulfonyloxindole (50 mg, 0.22 mmol) following the procedure used in Example 1 to provide (68 mg, 60% yield) of the desired compound. The reactants are O=C([O-])[O-], COC(=O)CC(=O)OC, Cl, O=[N+]([O-])c1ccc(F)cc1F, [K+], [K+], CN(C)C=O. Product: COC(=O)C(C(=O)OC)c1cc(F)ccc1[N+](=O)[O-]. RXN SMILES: [C:10](=[O:11])([O-:12])[O-:13].[C:1]([CH2:2][C:3](=[O:4])[O:5][CH3:6])(=[O:7])[O:8][CH3:9].[ClH:27].[F:16][c:17]1[c:18]([N+:24](=[O:25])[O-:26])[cH:19][cH:20][c:21]([F:23])[cH:22]1.[K+:14].[K+:15].[O:28]=[CH:29][N:30]([CH3:31])[CH3:32]>>[C:1]([CH:2]([C:3](=[O:4])[O:5][CH3:6])[c:17]1[c:18]([N+:24](=[O:25])[O-:26])[cH:19][cH:20][c:21]([F:23])[cH:22]1)(=[O:7])[O:8][CH3:9]. The reactants are CCOC(=O)C(C)(C)Br, O=C([O-])[O-], CC(=O)CC(C)C, [I-], [K+], [K+], [K+], CCOC(=O)C(C)(C)Oc1ccc(C(=O)CSc2cc(C(C)(C)C)c(O)c(C(C)(C)C)c2)cc1. The product is CCOC(=O)C(C)(C)Oc1ccc(C(C)=O)cc1. Reaction SMILES: [Br:35][C:36]([CH3:37])([CH3:38])[C:39]([O:40][CH2:41][CH3:42])=[O:43].[C:44](=[O:45])([O-:46])[O-:47].[CH2:52]([C:53]([CH3:54])=[O:55])[CH:56]([CH3:57])[CH3:58].[I-:51].[K+:48].[K+:49].[K+:50].[O:1]=[C:2]([CH2:3][S:4][c:5]1[cH:6][c:7]([C:8]([CH3:9])([CH3:10])[CH3:11])[c:12]([OH:13])[c:14]([C:15]([CH3:16])([CH3:17])[CH3:18])[cH:19]1)[c:20]1[cH:21][cH:22][c:23]([O:24][C:25]([C:26](=[O:27])[O:28][CH2:29][CH3:30])([CH3:31])[CH3:32])[cH:33][cH:34]1>>[O:1]=[C:2]([CH3:3])[c:20]1[cH:21][cH:22][c:23]([O:24][C:25]([C:26](=[O:27])[O:28][CH2:29][CH3:30])([CH3:31])[CH3:32])[cH:33][cH:34]1. Reactants: COCc1cccc(CBr)n1, CC#N, CCN(C(C)C)C(C)C, O=C1c2ccccc2C(=O)N1CCCCNC1CCCc2cccnc21. Yields the product COCc1cccc(CN(CCCCN2C(=O)c3ccccc3C2=O)C2CCCc3cccnc32)n1. RXN SMILES: [Br:27][CH2:28][c:29]1[n:30][c:31]([CH2:35][O:36][CH3:37])[cH:32][cH:33][cH:34]1.[CH3:47][C:48]#[N:49].[CH:38]([N:39]([CH2:40][CH3:41])[CH:42]([CH3:43])[CH3:44])([CH3:45])[CH3:46].[n:1]1[cH:2][cH:3][cH:4][c:5]2[c:10]1[CH:9]([NH:11][CH2:12][CH2:13][CH2:14][CH2:15][N:16]1[C:17](=[O:26])[c:18]3[cH:19][cH:20][cH:21][cH:22][c:23]3[C:24]1=[O:25])[CH2:8][CH2:7][CH2:6]2>>[n:1]1[cH:2][cH:3][cH:4][c:5]2[c:10]1[CH:9]([N:11]([CH2:12][CH2:13][CH2:14][CH2:15][N:16]1[C:17](=[O:26])[c:18]3[cH:19][cH:20][cH:21][cH:22][c:23]3[C:24]1=[O:25])[CH2:28][c:29]1[n:30][c:31]([CH2:35][O:36][CH3:37])[cH:32][cH:33][cH:34]1)[CH2:8][CH2:7][CH2:6]2.